The task is: describe an organic reaction: reactants, conditions, products, and yield. This data is from the Open Reaction Database (ORD), a public repository of structured organic reaction records. The reactants are O=C(C(=O)O)CC (2-ketobutyric acid), C(C)C1(C(C1)C(=O)N)CC (2,2-diethylcyclopropanecaboxamide), ( 4A ). Solvent: C1(=CC=CC=C1)C (toluene). Product: C(C)C1(C(C1)C(=O)N\C(\C(=O)O)=C/C)CC (Z-2-(2,2-Diethylcyclopropanecarboxamido)-2-butenoic acid). Yield: 9.7%. As a reaction SMILES: O=[C:2]([CH2:6][CH3:7])[C:3]([OH:5])=[O:4].[CH2:8]([C:10]1([CH2:16][CH3:17])[CH2:12][CH:11]1[C:13]([NH2:15])=[O:14])[CH3:9]>C1(C)C=CC=CC=1>[CH2:8]([C:10]1([CH2:16][CH3:17])[CH2:12][CH:11]1[C:13]([NH:15]/[C:2](=[CH:6]\[CH3:7])/[C:3]([OH:5])=[O:4])=[O:14])[CH3:9]. Procedure details: A mixture of 2.3 g of 2-ketobutyric acid, 2.0 g of 2,2-diethylcyclopropanecaboxamide, and 25 ml of toluene was heated under reflux for 16 hrs with removal of H20 by a modified Dean-Stark trap containing molecular sieves (4A). No product precipitated upon cooling. Ether (25 ml) was added and the mixture was extracted with saturated NaHCO3 (3 times). The combined extracts were acidified with concentrated HCl. The gummy precipitate crystallized when triturated with water. Recrystallization from eth... The reactants are CC(C)C[C@@H](C(=O)O)NC(=O)OC(C)(C)C (Boc-Leu--OH), C(Cl)Cl (DCM), amino acid, amino acid, C(Cl)Cl (DCM), C1CCC(CC1)N=C=NC2CCCCC2 (DCC), C=1C=CC2=C(C1)N=NN2O (HOBt), amino acid. Yields the product N([C@@H](CC(C)C)C(=O)O)C(=O)OC(C)(C)C.CC1=CC=C(C=C1)C(C2=CC=CC=C2)N.C=CC1=CC=CC=C1.C=CC1=CC=C(C=C1)C=C.Cl (Boc-Leu MBHA resin). Reaction SMILES: [CH2:1]1CCC(N=C=N[CH:10]2[CH2:15][CH2:14][CH2:13][CH2:12][CH2:11]2)C[CH2:2]1.[CH:16]1[CH:17]=[CH:18][C:19]2N(O)N=N[C:20]=2[CH:21]=1.[CH3:26][CH:27]([CH2:29][C@H:30]([NH:34][C:35]([O:37][C:38]([CH3:41])([CH3:40])[CH3:39])=[O:36])[C:31]([OH:33])=[O:32])[CH3:28].[CH2:42](Cl)[Cl:43]>>[NH:34]([C:35]([O:37][C:38]([CH3:40])([CH3:39])[CH3:41])=[O:36])[C@H:30]([C:31]([OH:33])=[O:32])[CH2:29][CH:27]([CH3:28])[CH3:26].[CH3:42][C:20]1[CH:21]=[CH:16][C:17]([CH:30]([NH2:34])[C:10]2[CH:11]=[CH:12][CH:13]=[CH:14][CH:15]=2)=[CH:18][CH:19]=1.[CH2:1]=[CH:2][C:20]1[CH:19]=[CH:18][CH:17]=[CH:16][CH:21]=1.[CH2:16]=[CH:21][C:10]1[CH:11]=[CH:12][C:13]([CH:26]=[CH2:27])=[CH:14][CH:15]=1.[ClH:43] |f:4.5.6.7.8|. Procedure details: Separately, 2 mmol amino-group-protected amino acid Boc-Leu--OH corresponding to the amino acid residue at the 27-position in SEQ ID NO:1 was dissolved in 4 ml DCM. This solution was introduced into a vessel for amino acid activation, and after 3 ml DCC (0.5M in DCM) and 4 ml HOBt (0.5M in DCM) were added to it, and they were reacted for 30 minutes. Thereafter, the reaction solution was filtered off and the filtrate was transferred to a concentration vessel. 3 ml DMF was added to it and the DCM ... Reactants: O1CCCC1 (tetrahydrofuran), C(#N)C1(CCN(CC1)C(=O)OC(C)(C)C)CCO (tert-butyl 4-cyano-4-(2-hydroxyethyl)piperidine-1-carboxylate), CS(=O)(=O)Cl (methane sulfonyl chloride), C(O)([O-])=O.[Na+] (sodium hydrogen carbonate). Solvent: C(C)N(CC)CC (triethylamine), C(C)(=O)OCC (ethyl acetate). Conditions: time 30 minute. The product is C(#N)C1(CCN(CC1)C(=O)OC(C)(C)C)CCOS(=O)(=O)C (tert-butyl 4-cyano-4-(2-((methylsulfonyl)oxy)ethyl)piperidine-1-carboxylate). Reaction SMILES: O1CCCC1.[C:6]([C:8]1([CH2:21][CH2:22][OH:23])[CH2:13][CH2:12][N:11]([C:14]([O:16][C:17]([CH3:20])([CH3:19])[CH3:18])=[O:15])[CH2:10][CH2:9]1)#[N:7].[CH3:24][S:25](Cl)(=[O:27])=[O:26].C(=O)([O-])O.[Na+]>C(OCC)(=O)C.C(N(CC)CC)C>[C:6]([C:8]1([CH2:21][CH2:22][O:23][S:25]([CH3:24])(=[O:27])=[O:26])[CH2:13][CH2:12][N:11]([C:14]([O:16][C:17]([CH3:18])([CH3:19])[CH3:20])=[O:15])[CH2:10][CH2:9]1)#[N:7] |f:3.4|. Reported procedure: To 10 mL of a tetrahydrofuran solution containing 1.0 g of tert-butyl 4-cyano-4-(2-hydroxyethyl)piperidine-1-carboxylate, 0.77 mL of triethylamine was added at room temperature, thereto was added 0.37 mL of methane sulfonyl chloride under cooling with ice, and the mixture was stirred at the same temperature for 2 hours and 30 minutes. The reaction mixture was added with an aqueous saturated sodium hydrogen carbonate solution and ethyl acetate. The organic layer was separated, washed with an aque... The reactants are nitrile, C(#N)C=1C=C(C=NC1Cl)OC[C@H]1N(CC1)C(=O)OC(C)(C)C (5-cyano-6-chloro-3-(1-BOC-2-(S)-azetidinylmethoxy)pyridine), C1(=CC=CC=C1)[Mg]Br (phenylmagnesium bromide), CCOCC (Et2O), CCOCC (Et2O). Yields the product Cl.C(C1=CC=CC=C1)(=O)C=1C=C(C=NC1Cl)OC[C@H]1NCC1 (5-benzoyl-6-chloro-3-(2-(S)-azetidinylmethoxy)pyridine hydrochloride). RXN SMILES: [C:1]([C:3]1[CH:4]=[C:5]([O:10][CH2:11][C@@H:12]2[CH2:15][CH2:14][N:13]2C(OC(C)(C)C)=O)[CH:6]=[N:7][C:8]=1[Cl:9])#N.[C:23]1([Mg]Br)[CH:28]=[CH:27][CH:26]=[CH:25][CH:24]=1.CC[O:33]CC>>[ClH:9].[C:1]([C:3]1[CH:4]=[C:5]([O:10][CH2:11][C@@H:12]2[CH2:15][CH2:14][NH:13]2)[CH:6]=[N:7][C:8]=1[Cl:9])(=[O:33])[C:23]1[CH:28]=[CH:27][CH:26]=[CH:25][CH:24]=1 |f:3.4|. Procedure details: The 5-cyano-6-chloro-3-(1-BOC-2-(S)-azetidinylmethoxy)pyridine of example 92a in anhydrous Et2O at 0° C. is treated with 1.5 equivalents of phenylmagnesium bromide in Et2O and stirring is maintained at 0 to 35° C. until the nitrile is largely consumed. The solvent is evaporated and the residue is treated with 2M aqueous potassium hydrogen sulfate to hydrolyze the intermediate imine. The solution is made basic with potassium carbonate and extracted with EtOAc. The combined extracts are dried (Na2... Reaction conditions: time 30 hour. Solvent: O (water). Reaction SMILES: Cl.[Cl:2][C:3]1[CH:8]=[CH:7][C:6]([C:9]2([OH:28])[CH2:14][CH2:13][N:12]([CH:15]([F:27])[CH2:16][CH:17](F)[C:18]([C:20]3[CH:25]=[CH:24][CH:23]=[CH:22][CH:21]=3)=[O:19])[CH2:11][CH2:10]2)=[CH:5][CH:4]=1.[CH2:29]([NH2:36])[C:30]1[CH:35]=[CH:34][CH:33]=[CH:32][CH:31]=1>O>[Cl:2][C:3]1[CH:8]=[CH:7][C:6]([C:9]2([OH:28])[CH2:14][CH2:13][N:12]([CH:15]([F:27])[CH2:16][CH:17]([NH:36][CH2:29][C:30]3[CH:35]=[CH:34][CH:33]=[CH:32][CH:31]=3)[C:18]([C:20]3[CH:25]=[CH:24][CH:23]=[CH:22][CH:21]=3)=[O:19])[CH2:11][CH2:10]2)=[CH:5][CH:4]=1 |f:0.1|. Yields the product ClC1=CC=C(C=C1)C1(CCN(CC1)C(CC(C(=O)C1=CC=CC=C1)NCC1=CC=CC=C1)F)O (γ-[4-(4-chlorophenyl)-4-hydroxypiperidin-1-yl]-2-benzylamino-4-fluorobutyrophenone). Starting materials: Cl.ClC1=CC=C(C=C1)C1(CCN(CC1)C(CC(C(=O)C1=CC=CC=C1)F)F)O (γ-[4-(4-chlorophenyl)-4-hydroxypiperidin-1-yl]-2,4-difluorobutyrophenone hydrochloride), C(C1=CC=CC=C1)N (benzylamine). Procedure details: A mixture of γ-[4-(4-chlorophenyl)-4-hydroxypiperidin-1-yl]-2,4-difluorobutyrophenone hydrochloride (4.0 g) and benzylamine (50 ml) was stirred at room temperature for about 30 hours. The mixture was poured into water and extracted with ethyl acetate. The extract was sufficiently washed with water and concentrated under reduced pressure. Triturating the residue with a mixture of ether and n-hexane, there was obtained γ-[4-(4-chlorophenyl)-4-hydroxypiperidin-1-yl]-2-benzylamino-4-fluorobutyrophen...